From a dataset of the Open Reaction Database (ORD), a public repository of structured organic reaction records. describe an organic reaction: reactants, conditions, products, and yield The reactants are O1C(=CC2=C1C=CC=C2)S(=O)(=O)N (2-Benzofuransulfonamide), BrC1=CC=C(C=C1)N=C=O (4-bromophenylisocyanate). Product: BrC1=CC=C(C=C1)NC(=O)NS(=O)(=O)C=1OC2=C(C1)C=CC=C2 (N-[[(4-bromophenyl)amino]carbonyl]-2-benzofuransulfonamide). Isolated yield 76.6%. RXN SMILES: [O:1]1[C:5]2[CH:6]=[CH:7][CH:8]=[CH:9][C:4]=2[CH:3]=[C:2]1[S:10]([NH2:13])(=[O:12])=[O:11].[Br:14][C:15]1[CH:20]=[CH:19][C:18]([N:21]=[C:22]=[O:23])=[CH:17][CH:16]=1>>[Br:14][C:15]1[CH:20]=[CH:19][C:18]([NH:21][C:22]([NH:13][S:10]([C:2]2[O:1][C:5]3[CH:6]=[CH:7][CH:8]=[CH:9][C:4]=3[CH:3]=2)(=[O:11])=[O:12])=[O:23])=[CH:17][CH:16]=1. Procedure details: 2-Benzofuransulfonamide (7.6 mmol), prepared as described in Example 1, was reacted with 4-bromophenylisocyanate (7.6 mmol) as described in Method A to obtain 2.3 g of the title product as a solid. 1H NMR (CD3SOCD3): δ9.35 (s, 1 H), 7.87 (d, J =8 Hz, 1 H), 7.82 (s, 1 H), 7.78 (d, J =8 Hz, 1 H), 7.58 (dd, J =8, 8 Hz, 1 H), 7.46 (d, J =9 Hz, 2 H), 7.44 (dd, J =8, 8 Hz, 1 H), 7.38 (d, J =9 Hz, 2 H). The reactants are ice water, FC(C(=O)OO)(F)F (trifluoroperacetic acid), C1(=CC=CC=C1)CCCC(C(=O)O)=C (5-phenyl-2-methylenevaleric acid), P(=O)(O)([O-])[O-].[Na+].[Na+] (disodium hydrogen phosphate). Solvent: C(Cl)Cl (methylene chloride). Yields the product C1(=CC=CC=C1)CCCC1(OC1)C(=O)O (2-(3-Phenylpropyl)oxirane-2-carboxylic acid). Reaction SMILES: FC(F)(F)C(OO)=[O:4].[C:9]1([CH2:15][CH2:16][CH2:17][C:18](=[CH2:22])[C:19]([OH:21])=[O:20])[CH:14]=[CH:13][CH:12]=[CH:11][CH:10]=1.P([O-])([O-])(O)=O.[Na+].[Na+]>C(Cl)Cl>[C:9]1([CH2:15][CH2:16][CH2:17][C:18]2([C:19]([OH:21])=[O:20])[CH2:22][O:4]2)[CH:14]=[CH:13][CH:12]=[CH:11][CH:10]=1 |f:2.3.4|. Procedure: Alternatively, the compound is obtained as follows: a solution of trifluoroperacetic acid (prepared from 1.8 ml of 85% strength hydrogen peroxide, 17 g of trifluoroacetic anhydride and 15 ml of methylene chloride) is added dropwise to a boiling mixture of 9.5 g of 5-phenyl-2-methylenevaleric acid and 28 g of disodium hydrogen phosphate in 50 ml of methylene chloride. The mixture is boiled under reflux for a further 30 minutes; 150 ml of ice-water are added; *the organic phase is separated off an...